Dataset: the Open Reaction Database (ORD), a public repository of structured organic reaction records. Task: describe an organic reaction: reactants, conditions, products, and yield Reactants: C(CCC)N(CCCC)CCCC (tributylamine), C(=O)O (formic acid), IC=1C=C(C(=O)OC)C=CC1OC=C(C)C1=CC=2C(CCC(C2C=C1)(C)C)(C)C (methyl 3-iodo-4-[2-[5,6,7,8-tetrahydro-5,5,8,8-tetramethyl-2-naphthyl]-1-propenyloxy]benzoate). Reagents/catalysts: C(C)(=O)[O-].C(C)(=O)[O-].[Pd+2] (palladium diacetate). Run in C(C)#N (acetonitrile). Run at temperature 95 celsius. Yields the product CC1(COC2=C1C=C(C=C2)C(=O)OC)C2=CC=1C(CCC(C1C=C2)(C)C)(C)C (Methyl 3-methyl-3-(5,6,7,8-tetrahydro-5,5,8,8-tetramethyl-2-naphthyl)-2H-1-benzofuran-5-carboxylate). Reaction SMILES: C(N(CCCC)CCCC)CCC.C(O)=O.I[C:18]1[CH:19]=[C:20]([CH:25]=[CH:26][C:27]=1[O:28][CH:29]=[C:30]([C:32]1[CH:41]=[CH:40][C:39]2[C:38]([CH3:43])([CH3:42])[CH2:37][CH2:36][C:35]([CH3:45])([CH3:44])[C:34]=2[CH:33]=1)[CH3:31])[C:21]([O:23][CH3:24])=[O:22]>C(#N)C.C([O-])(=O)C.C([O-])(=O)C.[Pd+2]>[CH3:31][C:30]1([C:32]2[CH:41]=[CH:40][C:39]3[C:38]([CH3:42])([CH3:43])[CH2:37][CH2:36][C:35]([CH3:44])([CH3:45])[C:34]=3[CH:33]=2)[C:26]2[CH:25]=[C:20]([C:21]([O:23][CH3:24])=[O:22])[CH:19]=[CH:18][C:27]=2[O:28][CH2:29]1 |f:4.5.6|. Reported procedure: A mixture of tributylamine (2.28 ml, 9.6 mmol), palladium diacetate (0.06 g, 0.3 mmol), formic acid (0.29 ml, 7.4 mmol) and methyl 3-iodo-4-[2-[5,6,7,8-tetrahydro-5,5,8,8-tetramethyl-2-naphthyl]-1-propenyloxy]benzoate (1.37 g, 2.72 mmol) in acetonitrile (25 ml) is heated at 95° C. for 4 h. The reaction medium is concentrated on a rotary evaporator under vacuum at 40° C. 40 ml of water and 40 ml of ethyl ether are added. After separation of the phases by settling, the organic phase is washed twic... Yields the product CC(C1=CC=CC=C1)N ((+)-α-methylbenzylamine). Reaction SMILES: Cl[C:2]1[C:13]([C:14](=O)[C:15]2SC=CC=2)=[CH:12][C:5]2CC(C(O)=O)O[C:4]=2[C:3]=1Cl.C(#[N:24])C>>[CH3:15][CH:14]([NH2:24])[C:13]1[CH:12]=[CH:5][CH:4]=[CH:3][CH:2]=1. Reported procedure: By following substantially the procedure described in step A, the partially resolved 6,7-dichloro-2,3-dihydro-5-(2-thenoyl)-benzofuran-2-carboxylic acid (12.0 g., 0.035 mole); (obtained from the acetonitrile mother liquor of step A) and (+)-α-methylbenzylamine (4.3 g., 0.035 mole) are mixed in acetonitrile (1000 ml.). The resultant salt (14.5 g.) was thrice recrystallized from a minimum volume of acetonitrile and ethanol (10:1) to obtain 9.4 g. of the salt of the pure (-)-enantiomer which is con... Reactants: ClC1=C(C2=C(CC(O2)C(=O)O)C=C1C(C1=CC=CS1)=O)Cl (6,7-dichloro-2,3-dihydro-5-(2-thenoyl)-benzofuran-2-carboxylic acid), C(C)#N (acetonitrile). The reactants are CSc1cc(C#N)ccc1C1NC(=O)N(c2cccc(C(F)(F)F)c2)C(C)=C1C(N)=O, C1CCOC1, CC[N+](CC)(CC)S(=O)(=O)NC(=O)OC, CCOC(C)=O, [OH-], O. Product: CSc1cc(C#N)ccc1C1NC(=O)N(c2cccc(C(F)(F)F)c2)C(C)=C1C#N. RXN SMILES: [C:1](#[N:2])[c:3]1[cH:4][c:5]([S:30][CH3:31])[c:6]([CH:9]2[NH:10][C:11](=[O:29])[N:12]([c:19]3[cH:20][c:21]([C:25]([F:26])([F:27])[F:28])[cH:22][cH:23][cH:24]3)[C:13]([CH3:18])=[C:14]2[C:15](=[O:16])[NH2:17])[cH:7][cH:8]1.[CH2:48]1[O:49][CH2:50][CH2:51][CH2:52]1.[CH3:33][O:34][C:35]([NH:36][S:37]([N+:38]([CH2:39][CH3:40])([CH2:41][CH3:42])[CH2:43][CH3:44])(=[O:45])=[O:46])=[O:47].[CH3:53][CH2:54][O:55][C:56](=[O:57])[CH3:58].[OH-:32].[OH2:59]>>[C:1](#[N:2])[c:3]1[cH:4][c:5]([S:30][CH3:31])[c:6]([CH:9]2[NH:10][C:11](=[O:29])[N:12]([c:19]3[cH:20][c:21]([C:25]([F:26])([F:27])[F:28])[cH:22][cH:23][cH:24]3)[C:13]([CH3:18])=[C:14]2[C:15]#[N:17])[cH:7][cH:8]1. Reactants: CC(=O)NBr, CC(C)(C)O, CC(C)OC(=O)C=Cc1ccccc1, CC(N)=O, [Li+], [OH-], O, O. Product: CC(=O)NC(c1ccccc1)C(O)C(=O)OC(C)C. RXN SMILES: [Br:22][NH:23][C:24]([CH3:25])=[O:26].[C:28]([OH:29])([CH3:30])([CH3:31])[CH3:32].[C:8]([CH:9]=[CH:10][c:11]1[cH:12][cH:13][cH:14][cH:15][cH:16]1)(=[O:17])[O:18][CH:19]([CH3:20])[CH3:21].[CH3:4][C:5]([NH2:6])=[O:7].[Li+:3].[OH-:2].[OH2:1].[OH2:27]>>[CH3:4][C:5]([NH:6][CH:10]([CH:9]([C:8](=[O:17])[O:18][CH:19]([CH3:20])[CH3:21])[OH:26])[c:11]1[cH:12][cH:13][cH:14][cH:15][cH:16]1)=[O:7]. Starting materials: FC1=CC=C(C=C1)C1(OCCO1)CCCN(C)CC(=O)N1CCC(CC1)OC1=CC=C(C=C1)F (1-{N-{3-[2-(4-Fluorophenyl)-1,3-dioxolan-2-yl]propyl}-N-methylaminoacetyl}-4-(4-fluorophenoxy)piperidine), C(C(=O)[O-])(=O)[O-] (oxalate), [H-].[Al+3].[Li+].[H-].[H-].[H-] (lithium aluminum hydride), [OH-].[Na+] (NaOH), C1(=C(C(=C(C(=C1F)F)F)N)F)N.Cl.Cl (dihydrochloride). Solvent: C1CCOC1 (THF), CCOCC (ether), O (water), C1CCOC1 (THF), O (water). The product is Cl.Cl.FC1=CC=C(C=C1)C1(OCCO1)CCCN(C)CCN1CCC(CC1)OC1=CC=C(C=C1)F (1-{2-{N-{3-[2-(4-Fluorophenyl)-1,3-dioxolan-2-yl]propyl}-N-methylamino}-ethyl}-4-(4-fluorophenoxy)piperidine dihydrochloride). As a reaction SMILES: [H-].[Al+3].[Li+].[H-].[H-].[H-].[F:7][C:8]1[CH:13]=[CH:12][C:11]([C:14]2([CH2:19][CH2:20][CH2:21][N:22]([CH2:24][C:25]([N:27]3[CH2:32][CH2:31][CH:30]([O:33][C:34]4[CH:39]=[CH:38][C:37]([F:40])=[CH:36][CH:35]=4)[CH2:29][CH2:28]3)=O)[CH3:23])[O:18][CH2:17][CH2:16][O:15]2)=[CH:10][CH:9]=1.C([O-])(=O)C([O-])=O.[OH-].[Na+].C1(N)C(F)=C(F)C(F)=C(N)C=1F.[ClH:61].Cl>C1COCC1.CCOCC.O>[ClH:61].[ClH:61].[F:7][C:8]1[CH:13]=[CH:12][C:11]([C:14]2([CH2:19][CH2:20][CH2:21][N:22]([CH2:24][CH2:25][N:27]3[CH2:28][CH2:29][CH:30]([O:33][C:34]4[CH:35]=[CH:36][C:37]([F:40])=[CH:38][CH:39]=4)[CH2:31][CH2:32]3)[CH3:23])[O:15][CH2:16][CH2:17][O:18]2)=[CH:10][CH:9]=1 |f:0.1.2.3.4.5,8.9,10.11.12,16.17.18|. Reported procedure: To a suspension of 1.4 g (21.1 mmol) of lithium aluminum hydride (57% in oil; washed 3 times with hexane) in 50 ml of dry THF, cooled at 0°, was added dropwise a solution of 1-{N-{3-[2-(4-Fluorophenyl)-1,3-dioxolan-2-yl]propyl}-N-methylaminoacetyl}-4-(4-fluorophenoxy)piperidine (liberated from 5.94 g (10.5 mmol) of the oxalate) in 50 ml of dry THF. The mixture was allowed to warm to room temperature and was then heated at reflux for 16 hours under nitrogen, allowed to cool to room temperature an... Starting materials: S(O)(O)(=O)=O (sulfuric acid), N=1N(N=NC1)C1=CC=C(N)C=C1 (4-(2H-tetrazol-2-yl)aniline), N(=O)[O-].[Na+] (sodium nitrite), S(O)(O)(=O)=O (sulfuric acid). Solvent: O (water), O (water), O (water). Conditions: temperature 0 celsius, time 30 minute. Yields the product N=1N(N=NC1)C1=CC=C(C=C1)O (4-(2H-tetrazol-2-yl)phenol). As a reaction SMILES: [N:1]1[N:2]([C:6]2[CH:12]=[CH:11][C:9](N)=[CH:8][CH:7]=2)[N:3]=[N:4][CH:5]=1.S(=O)(=O)(O)[OH:14].N([O-])=O.[Na+]>O>[N:1]1[N:2]([C:6]2[CH:12]=[CH:11][C:9]([OH:14])=[CH:8][CH:7]=2)[N:3]=[N:4][CH:5]=1 |f:2.3|. Procedure: The crude 4-(2H-tetrazol-2-yl)aniline (60 mg, 0372 mmol) was suspended in water (2 mL) and sulfuric acid (0.2 mL) before cooling to 0° C. An aqueous solution of sodium nitrite (26 mg, 0.565 mmol) in water (2 mL) was added. The mixture was stirred at 0° C. for 30 min. Additional water (1 mL) and sulfuric acid (0.37 mL) was added and the mixture heated at 120° C. for 1 hour. The reaction was then cooled and extracted 3 times with ethyl acetate. The combined organic layers were washed with brine, d... The reactants are CC1(C)C2CCC1(CS(=O)(=O)O)C(=O)C2, CCN1CCc2c(N)ccc(OC)c2CC1, CC(C)O, CS(=O)(=O)NC1CCCCC1Nc1nc(Cl)ncc1Cl, O. Yields the product CCN1CCc2c(Nc3ncc(Cl)c(NC4CCCCC4NS(C)(=O)=O)n3)ccc(OC)c2CC1. RXN SMILES: [C:37]12([CH2:38][S:39]([OH:40])(=[O:41])=[O:42])[C:43]([CH3:44])([CH3:45])[CH:46]([CH2:47][CH2:48]1)[CH2:49][C:50]2=[O:51].[CH2:1]([CH3:2])[N:3]1[CH2:4][CH2:5][c:6]2[c:7]([c:10]([NH2:16])[cH:11][cH:12][c:13]2[O:14][CH3:15])[CH2:8][CH2:9]1.[CH:52]([OH:53])([CH3:54])[CH3:55].[Cl:17][c:18]1[n:19][cH:20][c:21]([Cl:36])[c:22]([NH:24][CH:25]2[CH:26]([NH:31][S:32](=[O:33])(=[O:34])[CH3:35])[CH2:27][CH2:28][CH2:29][CH2:30]2)[n:23]1.[OH2:56]>>[CH2:1]([CH3:2])[N:3]1[CH2:4][CH2:5][c:6]2[c:7]([c:10]([NH:16][c:18]3[n:19][cH:20][c:21]([Cl:36])[c:22]([NH:24][CH:25]4[CH:26]([NH:31][S:32](=[O:33])(=[O:34])[CH3:35])[CH2:27][CH2:28][CH2:29][CH2:30]4)[n:23]3)[cH:11][cH:12][c:13]2[O:14][CH3:15])[CH2:8][CH2:9]1. Reactants: 12, C1=CC=C(C=C1)P(C2=CC=CC=C2)C3=CC=CC=C3 (PPh3), [Si](C)(C)(C(C)(C)C)O[C@H]([C@H](C=1OC(=NN1)C1=CC(=CC=C1)O[Si](C)(C)C(C)(C)C)NC1=C(C(=C(C#N)C=C1)Cl)C)C (4-((1R,2S)-2-(tert-butyldimethylsilyloxy)-1-(5-(3-(tert-butyldimethyl-silyloxy)phenyl)-1,3,4-oxadiazol-2-yl)propylamino)-2-chloro-3-methylbenzonitrile), [Si](C)(C)(C(C)(C)C)OC1=CC=C(C(=O)NNC([C@@H]([C@@H](C)O[Si](C)(C)C(C)(C)C)NC2=C(C(=C(C=C2)C#N)Cl)C)=O)C=C1 (4-(tert-butyldimethylsilyloxy)-N′-((2R,3R)-3-(tert-butyldimethylsilyloxy)-2-(3-chloro-4-cyano-2-methylphenylamino)butanoyl)benzohydrazide), [Si](C)(C)(C(C)(C)C)OC1=CC=C(C(=O)NNC([C@@H]([C@@H](C)O[Si](C)(C)C(C)(C)C)NC2=C(C(=C(C=C2)C#N)Cl)C)=O)C=C1 (4-(tert-butyldimethylsilyloxy)-N′-((2R,3R)-3-(tert-butyldimethylsilyloxy)-2-(3-chloro-4-cyano-2-methylphenylamino)butanoyl)benzohydrazide), TEA. The product is [Si](C)(C)(C(C)(C)C)O[C@@H]([C@H](C=1OC(=NN1)C1=CC=C(C=C1)O[Si](C)(C)C(C)(C)C)NC1=C(C(=C(C#N)C=C1)Cl)C)C (4-((1R,2R)-2-(tert-butyldimethylsilyloxy)-1-(5-(4-(tert-butyldimethylsilyloxy)phenyl)-1,3,4-oxadiazol-2-yl)propylamino)-2-chloro-3-methylbenzonitrile), solid. The yield is 75.0%. As a reaction SMILES: [Si:1]([O:8][C:9]1[CH:42]=[CH:41][C:12]([C:13]([NH:15][NH:16][C:17](=O)[C@H:18]([NH:29][C:30]2[CH:35]=[CH:34][C:33]([C:36]#[N:37])=[C:32]([Cl:38])[C:31]=2[CH3:39])[C@H:19]([O:21][Si:22]([C:25]([CH3:28])([CH3:27])[CH3:26])([CH3:24])[CH3:23])[CH3:20])=[O:14])=[CH:11][CH:10]=1)([C:4]([CH3:7])([CH3:6])[CH3:5])([CH3:3])[CH3:2].C1C=CC(P(C2C=CC=CC=2)C2C=CC=CC=2)=CC=1.[Si](O[C@@H](C)[C@@H](NC1C=CC(C#N)=C(Cl)C=1C)C1OC(C2C=CC=C(O[Si](C(C)(C)C)(C)C)C=2)=NN=1)(C(C)(C)C)(C)C>>[Si:22]([O:21][C@H:19]([CH3:20])[C@@H:18]([NH:29][C:30]1[CH:35]=[CH:34][C:33]([C:36]#[N:37])=[C:32]([Cl:38])[C:31]=1[CH3:39])[C:17]1[O:14][C:13]([C:12]2[CH:41]=[CH:42][C:9]([O:8][Si:1]([C:4]([CH3:6])([CH3:5])[CH3:7])([CH3:3])[CH3:2])=[CH:10][CH:11]=2)=[N:15][N:16]=1)([C:25]([CH3:26])([CH3:27])[CH3:28])([CH3:23])[CH3:24]. Reported procedure: 4-(tert-butyldimethylsilyloxy)-N′-((2R,3R)-3-(tert-butyldimethylsilyloxy)-2-(3-chloro-4-cyano-2-methylphenylamino)butanoyl)benzohydrazide (intermediate 10b) (202 mg, 0.3 mmol) was cyclized with PS-PPh3 (3.0 mmol/g, 209 mg, 0.63 mmol), 12 (152 mg, 0.6 mmol), and TEA (0.33 mL, 2.4 mmol) as described for the preparation of intermediate 7c. After column chromatography (20% EtOAc/hexanes) the title compound was isolated as a white solid (147 mg, 75%). 1H NMR (500 MHz, CDCl3, δ in ppm) 7.86 (AA′XX′, J... The reactants are OCC=1OC=C(C(C1)=O)OCCCCCSC1=CC=NC2=CC(=CC=C12)C(F)(F)F (2-Hydroxymethyl-5-[5-(7-trifluoromethyl-quinolin-4-ylsulfanyl)-pentyloxy]-pyran-4-one), 5909, C(C)N(CC)S(F)(F)F (Diethylaminosulfur trifluoride). Run in ClCCl (dichloromethane). Run at temperature 0 celsius, time 15 minute. Yields the product FC(C1=CC=C2C(=CC=NC2=C1)SCCCCCOC=1C(C=C(OC1)CF)=O)(F)F (5-(5-(7-(Trifluoromethyl)quinolin-4-ylthio)pentyloxy)-2-(fluoromethyl)-4H-pyran-4-one). Isolated yield 35.0%. Reaction SMILES: O[CH2:2][C:3]1[O:4][CH:5]=[C:6]([O:10][CH2:11][CH2:12][CH2:13][CH2:14][CH2:15][S:16][C:17]2[C:26]3[C:21](=[CH:22][C:23]([C:27]([F:30])([F:29])[F:28])=[CH:24][CH:25]=3)[N:20]=[CH:19][CH:18]=2)[C:7](=[O:9])[CH:8]=1.C(N(S(F)(F)[F:37])CC)C>ClCCl>[F:28][C:27]([F:30])([F:29])[C:23]1[CH:22]=[C:21]2[C:26]([C:17]([S:16][CH2:15][CH2:14][CH2:13][CH2:12][CH2:11][O:10][C:6]3[C:7](=[O:9])[CH:8]=[C:3]([CH2:2][F:37])[O:4][CH:5]=3)=[CH:18][CH:19]=[N:20]2)=[CH:25][CH:24]=1. Reported procedure: 2-Hydroxymethyl-5-[5-(7-trifluoromethyl-quinolin-4-ylsulfanyl)-pentyloxy]-pyran-4-one EHT 5909 (100 mg, 0.23 mmol) was dissolved in dichloromethane (5 mL). The mixture was stirred at 0° C. for 15 min. Diethylaminosulfur trifluoride (DAST, 33 μL, 0.25 mmol) was added via syringe. The mixture was stirred at room temperature for 10 min. The solution was evaporated. The crude product was purified by flash chromatography on silica using as eluent CH2Cl2:MeOH=99:01. 5-(5-(7-(Trifluoromethyl)quinolin-4... The reactants are FC1=CC=C(C=C1)N1C=C(C(C2=CC(=C(C(=C12)F)F)F)=O)C(=O)O (1-(4-fluorophenyl)-6,7,8-trifluoro-1,4dihydro-4-oxoquinoline-3-carboxylic acid), ClC=1C=C2CNCC2=CC1 (5-chloroisoindoline). The solvent is CN(C)C=O (DMF). Yields the product ClC=1C=C2CN(CC2=CC1)C1=C(C=C2C(C(=CN(C2=C1F)C1=CC=C(C=C1)F)C(=O)O)=O)F (7-(5-chloro-2-isoindolinyl)-1-(4-fluorophenyl)-6,8- difluoro-1,4-dihydro-4-oxoquinoline-3-carboxylic acid). The yield is 64.9%. Reaction SMILES: [F:1][C:2]1[CH:7]=[CH:6][C:5]([N:8]2[C:17]3[C:12](=[CH:13][C:14]([F:20])=[C:15](F)[C:16]=3[F:18])[C:11](=[O:21])[C:10]([C:22]([OH:24])=[O:23])=[CH:9]2)=[CH:4][CH:3]=1.[Cl:25][C:26]1[CH:27]=[C:28]2[C:32](=[CH:33][CH:34]=1)[CH2:31][NH:30][CH2:29]2>CN(C=O)C>[Cl:25][C:26]1[CH:27]=[C:28]2[C:32](=[CH:33][CH:34]=1)[CH2:31][N:30]([C:15]1[C:16]([F:18])=[C:17]3[C:12]([C:11](=[O:21])[C:10]([C:22]([OH:24])=[O:23])=[CH:9][N:8]3[C:5]3[CH:4]=[CH:3][C:2]([F:1])=[CH:7][CH:6]=3)=[CH:13][C:14]=1[F:20])[CH2:29]2. Procedure details: 170 mg of 1-(4-fluorophenyl)-6,7,8-trifluoro-1,4dihydro-4-oxoquinoline-3-carboxylic acid, 260 mg of 5-chloroisoindoline, and 1.5 ml of anhydrous DMF were processed in the same manner as in Example 20 to produce 154 mg of the target compound.